From a dataset of the Open Reaction Database (ORD), a public repository of structured organic reaction records. describe an organic reaction: reactants, conditions, products, and yield The reactants are [N+](=O)([O-])C=1N=CN(C1)C(C(=O)O)CCCCCC (2-(4-nitro-1H-imidazol-1-yl) octanoic acid), OC1=CC=CC=2NN=NC21 (hydroxybenzotriazole), C1(CCCCC1)N=C=NC1CCCCC1 (Dicyclohexylcarbodiimide), C(C)(C)N(CC)C(C)C (Diisopropylethylamine), Cl.C(C1=CC=CC=C1)OC([C@H]1NCCC1)=O (L-proline benzyl ester hydrochloride). Solvent: CN(C)C=O (DMF), C(C)(=O)OCC (Ethyl acetate), CN(C)C=O (DMF). Reaction conditions: time 1 hour. The product is C(C1=CC=CC=C1)OC([C@H]1N(CCC1)C(C(CCCCCC)N1C=NC(=C1)[N+](=O)[O-])=O)=O (1-[1-oxo-2-(4-Nitro-1H-imidazol-1-yl)octyl]-L-proline benzyl ester). Yield: 30.4%. RXN SMILES: C(N(C(C)C)CC)(C)C.Cl.[CH2:11]([O:18][C:19](=[O:25])[C@@H:20]1[CH2:24][CH2:23][CH2:22][NH:21]1)[C:12]1[CH:17]=[CH:16][CH:15]=[CH:14][CH:13]=1.[N+:26]([C:29]1[N:30]=[CH:31][N:32]([CH:34]([CH2:38][CH2:39][CH2:40][CH2:41][CH2:42][CH3:43])[C:35](O)=[O:36])[CH:33]=1)([O-:28])=[O:27].OC1C2N=NNC=2C=CC=1.C1(N=C=NC2CCCCC2)CCCCC1>CN(C=O)C.C(OCC)(=O)C>[CH2:11]([O:18][C:19](=[O:25])[C@@H:20]1[CH2:24][CH2:23][CH2:22][N:21]1[C:35](=[O:36])[CH:34]([N:32]1[CH:33]=[C:29]([N+:26]([O-:28])=[O:27])[N:30]=[CH:31]1)[CH2:38][CH2:39][CH2:40][CH2:41][CH2:42][CH3:43])[C:12]1[CH:13]=[CH:14][CH:15]=[CH:16][CH:17]=1 |f:1.2|. Procedure details: Diisopropylethylamine (39.6 mmoles, 5.1 g) was added to a solution of L-proline benzyl ester hydrochloride (39.6 mmoles, 10.1 g) in 20 ml DMF at 0° and stirred for 1 hour. The solution was added to 2-(4-nitro-1H-imidazol-1-yl) octanoic acid (39.6 mmoles, 10.1 g) and hydroxybenzotriazole (43 mmoles, 5.8 g) in 10 ml DMF, and stirred for 30 minutes. Dicyclohexylcarbodiimide (43 mmoles, 8.97 g) was added portionwise over 2 hours. Ethyl acetate (50 ml) was added. The solution was filtered, dried over...